The task is: describe an organic reaction: reactants, conditions, products, and yield. This data is from the Open Reaction Database (ORD), a public repository of structured organic reaction records. RXN SMILES: [CH3:1][N:2]1[CH:3]2[C:4]([c:10]3[cH:11][cH:12][cH:13][cH:14][cH:15]3)([NH2:16])[CH2:5][CH2:6][CH:7]1[CH2:8][CH2:9]2.[CH3:26][O:27][c:28]1[c:29]([C:30](=[O:31])[Cl:32])[c:33]([S:41][CH3:42])[cH:34][c:35]([C:37]([F:38])([F:39])[F:40])[cH:36]1.[CH:17]([N:18]([CH2:19][CH3:20])[CH:21]([CH3:22])[CH3:23])([CH3:24])[CH3:25].[Cl:43][CH2:44][Cl:45]>>[CH3:1][N:2]1[CH:3]2[C:4]([c:10]3[cH:11][cH:12][cH:13][cH:14][cH:15]3)([NH:16][C:30]([c:29]3[c:28]([O:27][CH3:26])[cH:36][c:35]([C:37]([F:38])([F:39])[F:40])[cH:34][c:33]3[S:41][CH3:42])=[O:31])[CH2:5][CH2:6][CH:7]1[CH2:8][CH2:9]2. The reactants are CN1C2CCC1C(N)(c1ccccc1)CC2, COc1cc(C(F)(F)F)cc(SC)c1C(=O)Cl, CCN(C(C)C)C(C)C, ClCCl. Yields the product COc1cc(C(F)(F)F)cc(SC)c1C(=O)NC1(c2ccccc2)CCC2CCC1N2C. Reactants: O (water), [Si](C1=CC=CC=C1)(C1=CC=CC=C1)(C(C)(C)C)OCC=1C(=C(C=CC1Cl)N1C(=CC=C1)C(=O)O)Cl (1-(3-tert-butyldiphenylsilyloxymethyl-2,4-dichlorophenyl)-2-carboxypyrrole), C([O-])([O-])=O.[K+].[K+] (potassium carbonate), ICC (iodoethane). Solvent: CN(C=O)C (N,N-dimethylformamide). Run at temperature 60 celsius, time 16 hour. Product: [Si](C1=CC=CC=C1)(C1=CC=CC=C1)(C(C)(C)C)OCC=1C(=C(C=CC1Cl)N1C(=CC=C1)C(=O)OCC)Cl (1-(3-tert-butyldiphenylsilyloxymethyl-2,4-dichlorophenyl)-2-ethoxycarbonylpyrrole). Yield: 103.4%. RXN SMILES: [Si:1]([O:18][CH2:19][C:20]1[C:21]([Cl:35])=[C:22]([N:27]2[CH:31]=[CH:30][CH:29]=[C:28]2[C:32]([OH:34])=[O:33])[CH:23]=[CH:24][C:25]=1[Cl:26])([C:14]([CH3:17])([CH3:16])[CH3:15])([C:8]1[CH:13]=[CH:12][CH:11]=[CH:10][CH:9]=1)[C:2]1[CH:7]=[CH:6][CH:5]=[CH:4][CH:3]=1.C(=O)([O-])[O-].[K+].[K+].I[CH2:43][CH3:44].O>CN(C)C=O>[Si:1]([O:18][CH2:19][C:20]1[C:21]([Cl:35])=[C:22]([N:27]2[CH:31]=[CH:30][CH:29]=[C:28]2[C:32]([O:34][CH2:43][CH3:44])=[O:33])[CH:23]=[CH:24][C:25]=1[Cl:26])([C:14]([CH3:15])([CH3:17])[CH3:16])([C:8]1[CH:13]=[CH:12][CH:11]=[CH:10][CH:9]=1)[C:2]1[CH:3]=[CH:4][CH:5]=[CH:6][CH:7]=1 |f:1.2.3|. Procedure: A mixture of 1-(3-tert-butyldiphenylsilyloxymethyl-2,4-dichlorophenyl)-2-carboxypyrrole (1.12 g), potassium carbonate (360 mg) and iodoethane (490 mg) in N,N-dimethylformamide (10 ml) was stirred for 16 hours at 60° C. The reaction mixture was poured into water and extracted with ethyl acetate. The organic layer was washed with 1M hydrochloric acid, water and brine and dried over magnesium sulfate. The solvent was evaporated to give 1-(3-tert-butyldiphenylsilyloxymethyl-2,4-dichlorophenyl)-2-eth... The reactants are CN(Cc1ccc(CO)cc1)c1nc(-c2ccccc2)cs1, CCOC(C)=O. Yields the product CN(Cc1ccc(C=O)cc1)c1nc(-c2ccccc2)cs1. As a reaction SMILES: [CH3:1][N:2]([c:3]1[s:4][cH:5][c:6](-[c:8]2[cH:9][cH:10][cH:11][cH:12][cH:13]2)[n:7]1)[CH2:14][c:15]1[cH:16][cH:17][c:18]([CH2:21][OH:22])[cH:19][cH:20]1.[CH3:23][CH2:24][O:25][C:26](=[O:27])[CH3:28]>>[CH3:1][N:2]([c:3]1[s:4][cH:5][c:6](-[c:8]2[cH:9][cH:10][cH:11][cH:12][cH:13]2)[n:7]1)[CH2:14][c:15]1[cH:16][cH:17][c:18]([CH:21]=[O:22])[cH:19][cH:20]1.